From a dataset of the Open Reaction Database (ORD), a public repository of structured organic reaction records. describe an organic reaction: reactants, conditions, products, and yield Starting materials: NC1=CC=C(C=C1)NC(=S)N (4-aminophenylthiourea), NC1=C2C=CC=C(C2=CC=C1)NC(=S)N (5-amino-1-naphthylthiourea). Yields the product NC=1SC2=C(N1)C1=CC=CC(=C1C=C2)N (2,6-diaminonaphtho[1,2-d]thiazole). As a reaction SMILES: NC1C=CC(NC(N)=S)=CC=1.[NH2:12][C:13]1[CH:22]=[CH:21][CH:20]=[C:19]2[C:14]=1[CH:15]=[CH:16][CH:17]=[C:18]2[NH:23][C:24]([NH2:26])=[S:25]>>[NH2:26][C:24]1[S:25][C:17]2[CH:16]=[CH:15][C:14]3[C:19](=[CH:20][CH:21]=[CH:22][C:13]=3[NH2:12])[C:18]=2[N:23]=1. Procedure details: When the reaction is carried out as described in Example 4, but instead of 4-aminophenylthiourea an equimolar amount of 5-amino-1-naphthylthiourea is used, 2,6-diaminonaphtho[1,2-d]thiazole is obtained in an equally good yield and quality. Starting materials: C(=C)Cl (vinyl chloride), C(C(=C)C)(=O)OCCCCCCCCCCCC (lauryl methacrylate), C(C1=CC=CC=C1)(=O)OOC(C1=CC=CC=C1)=O (benzoyl peroxide). Solvent: CC(=O)C (acetone). Run at temperature 51 celsius. The product is C(C(=C)C)(=O)OCCCCCCCCCCCC.C(=C)Cl (lauryl methacrylate vinyl chloride). As a reaction SMILES: [CH:1]([Cl:3])=[CH2:2].[C:4]([O:9][CH2:10][CH2:11][CH2:12][CH2:13][CH2:14][CH2:15][CH2:16][CH2:17][CH2:18][CH2:19][CH2:20][CH3:21])(=[O:8])[C:5]([CH3:7])=[CH2:6].C(OOC(=O)C1C=CC=CC=1)(=O)C1C=CC=CC=1>CC(C)=O>[C:4]([O:9][CH2:10][CH2:11][CH2:12][CH2:13][CH2:14][CH2:15][CH2:16][CH2:17][CH2:18][CH2:19][CH2:20][CH3:21])(=[O:8])[C:5]([CH3:7])=[CH2:6].[CH:1]([Cl:3])=[CH2:2] |f:4.5|. Procedure: 150 parts of acetone, 71.1 parts of vinyl chloride, 28.9 parts of lauryl methacrylate and 1.5 parts of benzoyl peroxide were charged to an autoclave and heated to 51° C. for 154 hours. The resulting slurry was washed thoroughly with isopropanol, centrifuged and dried for 64 hours at 30° C. and 2.0 mm. Hg. There was obtained a lauryl methacrylate/vinyl chloride copolymer interfacial agent (about 90% conversion) product. Said interfacial agent was a dry white powder and had a reduced viscosity of ... Starting materials: BrCc1cccc(CBr)n1, O=C([O-])[O-], CC#N, CCOC(C)=O, [K+], [K+], O, Cc1ccc(C(=O)NC2CC2)cc1NC(=O)c1ccc(O)cc1. The product is Cc1ccc(C(=O)NC2CC2)cc1NC(=O)c1ccc(OCc2cccc(CBr)n2)cc1. Reaction SMILES: [Br:30][CH2:31][c:32]1[n:33][c:34]([CH2:38][Br:39])[cH:35][cH:36][cH:37]1.[C:24](=[O:25])([O-:26])[O-:27].[CH3:41][C:42]#[N:43].[CH3:44][CH2:45][O:46][C:47](=[O:48])[CH3:49].[K+:28].[K+:29].[OH2:40].[OH:1][c:2]1[cH:3][cH:4][c:5]([C:6](=[O:7])[NH:8][c:9]2[cH:10][c:11]([C:12](=[O:13])[NH:14][CH:15]3[CH2:16][CH2:17]3)[cH:18][cH:19][c:20]2[CH3:21])[cH:22][cH:23]1>>[O:1]([c:2]1[cH:3][cH:4][c:5]([C:6](=[O:7])[NH:8][c:9]2[cH:10][c:11]([C:12](=[O:13])[NH:14][CH:15]3[CH2:16][CH2:17]3)[cH:18][cH:19][c:20]2[CH3:21])[cH:22][cH:23]1)[CH2:38][c:34]1[n:33][c:32]([CH2:31][Br:30])[cH:37][cH:36][cH:35]1. Starting materials: C(C)(C)(C)OC(=O)N[C@@H]1C(N([C@H]1C)OCC1=CC=CC=C1)=O ((3S-trans)-3-(t-Butyloxycarbonylamino)-1-benzyloxy-4-methyl-2-azetidinone). The reagents and catalysts are [Pd] (palladium on carbon). Solvent: CO (methanol). Product: C(C)(C)(C)OC(=O)N[C@@H]1C(N([C@H]1C)O)=O ((3S-trans)-3-(t-Butyloxycarbonylamino)-1-hydroxy-4-methyl-2-azetidinone). The yield is 98.5%. As a reaction SMILES: [C:1]([O:5][C:6]([NH:8][C@H:9]1[C@H:12]([CH3:13])[N:11]([O:14]CC2C=CC=CC=2)[C:10]1=[O:22])=[O:7])([CH3:4])([CH3:3])[CH3:2]>CO.[Pd]>[C:1]([O:5][C:6]([NH:8][C@H:9]1[C@H:12]([CH3:13])[N:11]([OH:14])[C:10]1=[O:22])=[O:7])([CH3:3])([CH3:2])[CH3:4]. Procedure details: 10.5 g of (3S-trans)-3-(t-Butyloxycarbonylamino)-1-benzyloxy-4-methyl-2-azetidinone was dissolved in 250 ml of methanol and hydrogenated with 1.43 g of palladium on carbon (10%) as the catalyst. After 45 minutes the catalyst was filtered off and the filtrate was evaporated in vacuo. The crystalline title compound was dried (vacuum desiccator) at room temperature yielding 7.3 g of the title compound, melting point 161°-162° C., dec. Starting materials: [OH-].[Na+] (sodium hydroxide), C(CCC)NC1=C(C=C(C(=O)O)C=C1S(N)(=O)=O)[N+](=O)[O-] (4-butylamino-3-nitro-5-sulphamyl-benzoic acid), [H][H] (hydrogen). The reagents and catalysts are Pd on-carbon. The solvent is O (water). The product is NC=1C=C(C(=O)O)C=C(C1NCCCC)S(N)(=O)=O (3-amino-4-butylamino-5-sulphamyl-benzoic acid). RXN SMILES: [CH2:1]([NH:5][C:6]1[C:14]([S:15](=[O:18])(=[O:17])[NH2:16])=[CH:13][C:9]([C:10]([OH:12])=[O:11])=[CH:8][C:7]=1[N+:19]([O-])=O)[CH2:2][CH2:3][CH3:4].[OH-].[Na+].[H][H]>O>[NH2:19][C:7]1[CH:8]=[C:9]([CH:13]=[C:14]([S:15](=[O:18])(=[O:17])[NH2:16])[C:6]=1[NH:5][CH2:1][CH2:2][CH2:3][CH3:4])[C:10]([OH:12])=[O:11] |f:1.2|. Procedure details: A suspension of 4-butylamino-3-nitro-5-sulphamyl-benzoic acid (8.6 g) in water (175 ml) was adjusted to pH 9.5 by addition of 2N sodium hydroxide. The resulting solution was hydrogenated after addition of Pd-on-carbon catalyst (0.5 g catalyst containing 10% Pd). After the hydrogen uptake had become negligible, the catalyst was removed by filtration, and the 3-amino-4-butylamino-5-sulphamyl-benzoic acid was precipitated from the filtrate by addition of 4N hydrochloric acid until pH 3. After recry... Reactants: CN(C1CCN(CC1)CC1=CC=2N=C(N=C(C2S1)N1CCOCC1)[Sn](CCCC)(CCCC)CCCC)C (dimethyl-[1-(4-morpholin-4-yl-2-tributylstannanyl-thieno[3,2-d]pyrimidin-6-ylmethyl)-piperidin-4-yl]-amine), C1(=CC=CC=C1)S(=O)(=O)N1C=C(C2=CC=CC(=C12)F)Br (1-benzenesulfonyl-3-bromo-7-fluoro-1H-indole), C1CCOC1 (THF), [OH-].[Na+] (NaOH). Reagents/catalysts: S1C(=CC=C1)C(=O)[O-].[Cu+] (copper(I) thiophene-2-carboxylate), C=1C=CC(=CC1)[P](C=2C=CC=CC2)(C=3C=CC=CC3)[Pd]([P](C=4C=CC=CC4)(C=5C=CC=CC5)C=6C=CC=CC6)([P](C=7C=CC=CC7)(C=8C=CC=CC8)C=9C=CC=CC9)[P](C=1C=CC=CC1)(C=1C=CC=CC1)C=1C=CC=CC1 (Pd(PPh3)4). Run in C(C)O (ethanol). Yields the product FC=1C=CC=C2C(=CNC12)C=1N=C(C2=C(N1)C=C(S2)CN2CCC(CC2)N(C)C)N2CCOCC2 (1-((2-(7-fluoro-1H-indol-3-yl)-4-morpholinothieno[3,2-d]pyrimidin-6-yl)methyl)-N,N-dimethylpiperidin-4-amine), solid. Yield: 30.0%. As a reaction SMILES: [CH3:1][N:2]([CH3:38])[CH:3]1[CH2:8][CH2:7][N:6]([CH2:9][C:10]2[S:18][C:17]3[C:16]([N:19]4[CH2:24][CH2:23][O:22][CH2:21][CH2:20]4)=[N:15][C:14]([Sn](CCCC)(CCCC)CCCC)=[N:13][C:12]=3[CH:11]=2)[CH2:5][CH2:4]1.C1(S([N:48]2[C:56]3[C:51](=[CH:52][CH:53]=[CH:54][C:55]=3[F:57])[C:50](Br)=[CH:49]2)(=O)=O)C=CC=CC=1.C1COCC1.[OH-].[Na+]>C(O)C.S1C=CC=C1C([O-])=O.[Cu+].C1C=CC([P]([Pd]([P](C2C=CC=CC=2)(C2C=CC=CC=2)C2C=CC=CC=2)([P](C2C=CC=CC=2)(C2C=CC=CC=2)C2C=CC=CC=2)[P](C2C=CC=CC=2)(C2C=CC=CC=2)C2C=CC=CC=2)(C2C=CC=CC=2)C2C=CC=CC=2)=CC=1>[F:57][C:55]1[CH:54]=[CH:53][CH:52]=[C:51]2[C:56]=1[NH:48][CH:49]=[C:50]2[C:14]1[N:15]=[C:16]([N:19]2[CH2:20][CH2:21][O:22][CH2:23][CH2:24]2)[C:17]2[S:18][C:10]([CH2:9][N:6]3[CH2:7][CH2:8][CH:3]([N:2]([CH3:38])[CH3:1])[CH2:4][CH2:5]3)=[CH:11][C:12]=2[N:13]=1 |f:3.4,6.7,^1:81,83,102,121|. Procedure details: To a mixture of dimethyl-[1-(4-morpholin-4-yl-2-tributylstannanyl-thieno[3,2-d]pyrimidin-6-ylmethyl)-piperidin-4-yl]-amine (250 mg, 0.396 mmol), 1-benzenesulfonyl-3-bromo-7-fluoro-1H-indole (163 mg, 0.460 mmol), copper(I) thiophene-2-carboxylate (37 mg, 0.19 mmol), and Pd(PPh3)4 (44 mg, 0.038 mmol) was added THF (2 mL). The reaction vessel was evacuated and back filled with argon. The reaction mixture was diluted with hexane, filtered through a plug of solka floc, and the filtrate was concentrat... Reactants: CC(=O)N1CCC2=C1C=CC(=C2)CCN3CCNCC3, CCOC(=O)C1=CC2=C(O1)C(=CC=C2)Br. Reagents/catalysts: C(=O)([O-])[O-].[Cs+].[Cs+], CC(C)C1=CC(=C(C(=C1)C(C)C)C2=CC=CC=C2P(C3CCCCC3)C4CCCCC4)C(C)C, C1=CC=C(C=C1)/C=C/C(=O)/C=C/C2=CC=CC=C2.C1=CC=C(C=C1)/C=C/C(=O)/C=C/C2=CC=CC=C2.C1=CC=C(C=C1)/C=C/C(=O)/C=C/C2=CC=CC=C2.[Pd].[Pd]. Run in C1COCCO1. Reaction conditions: temperature 95 celsius. The product is CCOC(=O)C1=CC2=C(O1)C(=CC=C2)N3CCN(CC3)CCC4=CC5=C(C=C4)N(CC5)C(=O)C. Yield: 61.5%. Reported procedure: 06/05 2009 14:53:56 +0200  To ethyl 7-bromobenzofuran-2-carboxylate (0.460 g, 1.71 mmol) and 1-(5-(2-(piperazin-1-yl)ethyl)indolin-1-yl)ethanone (0.491 g, 1.79 mmol) (from EN02198-74) in dry degassed dioxane (8 mL) were added Cesium carbonate (0.724 g, 2.22 mmol), 2-Dicyclohexylphosphino-2',4',6'-triisopropylbiphenyl (0.081 g, 0.17 mmol) and Tris(dibenzylideneacetone)dipalladium(0) (0.078 g, 0.09 mmol) under argon and the reaction heated at 95°C overnight. After cooling to rt, water and DCM were... The solvent is CO (methanol). Yield: 0.0%. Yields the product OCCNC(=O)C1CN(C(C1)=O)CC1=CC=CC=C1 (N-(2-hydroxyethyl)-5-oxo-1-(phenylmethyl)-3-pyrrolidinecarboxamide). Reactants: O=C1CC(CN1CC1=CC=CC=C1)C(=O)OC (methyl 5-oxo-1-(phenylmethyl)-3-pyrrolidinecarboxylate), NCCO (2-aminoethanol). Reported procedure: A mixture of 46.7 g (1200 mole) of methyl 5-oxo-1-(phenylmethyl)-3-pyrrolidinecarboxylate (J. Org. Chem., 26, 1519 (1961)], 36.7 g (1600 mole) 2-aminoethanol and 500 ml methanol were refluxed overnight. The reaction was cooled to room temperature and the solvent removed at reduced pressure. The residue was taken up in dichloromethane and extracted 3×100 1N sodium hydroxide. The aqueous layer was taken to pH 5, extracted with 3×150 ml dichloromethane, then taken to pH 8 and again extracted with 3... Reaction SMILES: [O:1]=[C:2]1[N:6]([CH2:7][C:8]2[CH:13]=[CH:12][CH:11]=[CH:10][CH:9]=2)[CH2:5][CH:4]([C:14]([O:16]C)=O)[CH2:3]1.[NH2:18][CH2:19][CH2:20][OH:21]>CO>[OH:21][CH2:20][CH2:19][NH:18][C:14]([CH:4]1[CH2:3][C:2](=[O:1])[N:6]([CH2:7][C:8]2[CH:9]=[CH:10][CH:11]=[CH:12][CH:13]=2)[CH2:5]1)=[O:16].